This data is from the Open Reaction Database (ORD), a public repository of structured organic reaction records. The task is: describe an organic reaction: reactants, conditions, products, and yield Reactants: O=C[C@H](O)[C@@H](O)[C@H](O)[C@H](O)CO (D-glucose), C(CCC)N (n-butylamine), ClCCN=C=O (2-chloroethyl isocyanate). Product: ClCCNC(=O)N(C1[C@H](O)[C@@H](O)[C@H](O)[C@H](O1)CO)CCCC (1-(2-chloroethyl)-3-n-butyl-3-D-glucopyranosylurea). Yield: 73.4%. Reaction SMILES: O=[CH:2][C@@H:3]([C@H:5]([C@@H:7]([C@@H:9]([CH2:11][OH:12])[OH:10])[OH:8])[OH:6])[OH:4].[CH2:13]([NH2:17])[CH2:14][CH2:15][CH3:16].[Cl:18][CH2:19][CH2:20][N:21]=[C:22]=[O:23]>>[Cl:18][CH2:19][CH2:20][NH:21][C:22]([N:17]([CH2:13][CH2:14][CH2:15][CH3:16])[CH:2]1[O:10][C@H:9]([CH2:11][OH:12])[C@@H:7]([OH:8])[C@H:5]([OH:6])[C@H:3]1[OH:4])=[O:23]. Procedure details: 3.6 g of D-glucose, 1.7 g of n-butylamine and 2.5 g of 2-chloroethyl isocyanate are treated in the same manner as described in Example 5-(1). 5.0 g of 1-(2-chloroethyl)-3-n-butyl-3-D-glucopyranosylurea are obtained as colorless caramel. Reactants: C(C1=CC=CC=C1)N1CC2=CC=C(C=C2C1)C1(C[C@@H](O[C@@H](C1)C)C)O ((2S,6R)-4-(2-benzyl-2,3-dihydro-1H-isoindol-5-yl)-2,6-dimethyl-tetrahydro-pyran-4-ol), [H][H] (hydrogen). Product: C1NCC2=CC(=CC=C12)C1(C[C@@H](O[C@@H](C1)C)C)O ((2S,6R)-4-(2,3-Dihydro-1H-isoindol-5-yl)-2,6-dimethyl-tetrahydro-pyran-4-ol). Reaction SMILES: C([N:8]1[CH2:16][C:15]2[C:10](=[CH:11][CH:12]=[C:13]([C:17]3([OH:25])[CH2:22][C@@H:21]([CH3:23])[O:20][C@@H:19]([CH3:24])[CH2:18]3)[CH:14]=2)[CH2:9]1)C1C=CC=CC=1.[H][H]>>[CH2:9]1[C:10]2[C:15](=[CH:14][C:13]([C:17]3([OH:25])[CH2:22][C@@H:21]([CH3:23])[O:20][C@@H:19]([CH3:24])[CH2:18]3)=[CH:12][CH:11]=2)[CH2:16][NH:8]1. Procedure: Prepared in analogy to Example A62(c) from (2S,6R)-4-(2-benzyl-2,3-dihydro-1H-isoindol-5-yl)-2,6-dimethyl-tetrahydro-pyran-4-ol and hydrogen. Brown oil. MS (m/e): 248.3 ([M+H]+, 100%). Reactants: COC(=O)c1cccc(-c2cnc3oc(-c4ccc(F)cc4)c(Br)c3c2)c1, CB1OB(C)OB(C)O1, C[Si](C)(C)C=[N+]=[N-], [Na+], [Na+], O=C([O-])[O-], CN(C)C=O, O, c1ccc(P(c2ccccc2)(c2ccccc2)[Pd](P(c2ccccc2)(c2ccccc2)c2ccccc2)(P(c2ccccc2)(c2ccccc2)c2ccccc2)P(c2ccccc2)(c2ccccc2)c2ccccc2)cc1. The product is COC(=O)c1cccc(-c2cnc3oc(-c4ccc(F)cc4)c(C)c3c2)c1. As a reaction SMILES: [Br:10][c:11]1[c:12](-[c:30]2[cH:31][cH:32][c:33]([F:36])[cH:34][cH:35]2)[o:13][c:14]2[n:15][cH:16][c:17](-[c:20]3[cH:21][c:22]([C:23](=[O:24])[O:25][CH3:26])[cH:27][cH:28][cH:29]3)[cH:18][c:19]12.[CH3:1][B:2]1[O:3][B:4]([CH3:5])[O:6][B:7]([CH3:8])[O:9]1.[N+:43](=[CH:44][Si:45]([CH3:46])([CH3:47])[CH3:48])=[N-:49].[Na+:37].[Na+:38].[O-:39][C:40](=[O:41])[O-:42].[O:50]=[CH:51][N:52]([CH3:53])[CH3:54].[OH2:55].[cH:56]1[cH:57][cH:58][c:59]([P:60]([Pd:61]([P:62]([c:63]2[cH:64][cH:65][cH:66][cH:67][cH:68]2)([c:69]2[cH:70][cH:71][cH:72][cH:73][cH:74]2)[c:75]2[cH:76][cH:77][cH:78][cH:79][cH:80]2)([P:81]([c:82]2[cH:83][cH:84][cH:85][cH:86][cH:87]2)([c:88]2[cH:89][cH:90][cH:91][cH:92][cH:93]2)[c:94]2[cH:95][cH:96][cH:97][cH:98][cH:99]2)[P:100]([c:101]2[cH:102][cH:103][cH:104][cH:105][cH:106]2)([c:107]2[cH:108][cH:109][cH:110][cH:111][cH:112]2)[c:113]2[cH:114][cH:115][cH:116][cH:117][cH:118]2)([c:119]2[cH:120][cH:121][cH:122][cH:123][cH:124]2)[c:125]2[cH:126][cH:127][cH:128][cH:129][cH:130]2)[cH:131][cH:132]1>>[c:11]1([CH3:40])[c:12](-[c:30]2[cH:31][cH:32][c:33]([F:36])[cH:34][cH:35]2)[o:13][c:14]2[n:15][cH:16][c:17](-[c:20]3[cH:21][c:22]([C:23](=[O:24])[O:25][CH3:26])[cH:27][cH:28][cH:29]3)[cH:18][c:19]12. Reactants: SC=1NC2=C(N1)C=CC(=C2)OC (2-mercapto-5-methoxybenzimidazole), Cl.ClCC1=C(N)C=CC=C1 (2-(chloromethyl)aniline hydrochloride). Solvent: C(C)(C)O (isopropyl alcohol). Yields the product COC1=CC2=C(NC(=N2)SCC2=C(C=CC=C2)N)C=C1 (2-[[(5-methoxy-1H-benzimidazol-2-yl)thio]methyl]benzenamine). The yield is 19.5%. As a reaction SMILES: [SH:1][C:2]1[NH:3][C:4]2[CH:10]=[C:9]([O:11][CH3:12])[CH:8]=[CH:7][C:5]=2[N:6]=1.Cl.Cl[CH2:15][C:16]1[CH:22]=[CH:21][CH:20]=[CH:19][C:17]=1[NH2:18]>C(O)(C)C>[CH3:12][O:11][C:9]1[CH:8]=[CH:7][C:5]2[NH:6][C:2]([S:1][CH2:15][C:16]3[CH:22]=[CH:21][CH:20]=[CH:19][C:17]=3[NH2:18])=[N:3][C:4]=2[CH:10]=1 |f:1.2|. Reported procedure: The title compound was prepared by the method of Example 1 using 1.68 g (9.33 mmole) of 2-mercapto-5-methoxybenzimidazole instead of 2-mercaptobenzimidazole and 1.99 g (11.2 mmole) of 2-(chloromethyl)aniline hydrochloride instead of 2-(chloromethyl)-N,N-dimethylaniline in 250 ml of isopropyl alcohol. The basic extraction used 5% sodium hydroxide instead of sodium carbonate. Chromatography on silica gel, followed by crystallization from diethylether, gave 520 mg of pure title compound: m.p. 140-1... Reactants: [OH-].C(CCC)[N+](CCCC)(CCCC)CCCC (tetrabutylammonium hydroxide), COC(CC1=CC=CC=C1)=O (Methylphenylacetate). Run in C1(=CC=CC=C1)C (toluene). Yields the product COC(CC1=CC=CC=C1)=O.C(CCC)[N+](CCCC)(CCCC)CCCC (tetra-n-butyl ammonium methylphenylacetate). RXN SMILES: [OH-].[CH2:2]([N+:6]([CH2:15][CH2:16][CH2:17][CH3:18])([CH2:11][CH2:12][CH2:13][CH3:14])[CH2:7][CH2:8][CH2:9][CH3:10])[CH2:3][CH2:4][CH3:5].[CH3:19][O:20][C:21](=[O:29])[CH2:22][C:23]1[CH:28]=[CH:27][CH:26]=[CH:25][CH:24]=1>C1(C)C=CC=CC=1>[CH3:19][O:20][C:21](=[O:29])[CH2:22][C:23]1[CH:24]=[CH:25][CH:26]=[CH:27][CH:28]=1.[CH2:15]([N+:6]([CH2:2][CH2:3][CH2:4][CH3:5])([CH2:7][CH2:8][CH2:9][CH3:10])[CH2:11][CH2:12][CH2:13][CH3:14])[CH2:16][CH2:17][CH3:18] |f:0.1,4.5|. Procedure details: In a similar apparatus as described in example 2, 7.7 mmoles of tetrabutylammonium hydroxide (20% solution in toluene/methanol) in 40 ml of dry toluene was taken and heated to +75° C. to +85° C. Methylphenylacetate (9.0 mmoles) was slowly added. Simultaneously an azeotrope of toluene-water was distilled out slowly over a period of 3 hours. After all toluene had distilled over, the flask was cooled to room temperature slowly. A solid product separated out, which was repeatedly washed with dry hex... Starting materials: BrC=1C=C(N)C=CC1 (m-bromoaniline), C=C1CC(=O)O1 (diketene). Solvent: C1(=CC=CC=C1)C (toluene), C1(=CC=CC=C1)C (toluene). Product: BrC=1C=C(C=CC1)NC(CC(C)=O)=O (N-(3-Bromophenyl)-3-oxobutyramide). Isolated yield 49.4%. As a reaction SMILES: [Br:1][C:2]1[CH:3]=[C:4]([CH:6]=[CH:7][CH:8]=1)[NH2:5].[CH2:9]=[C:10]1[O:14][C:12](=[O:13])[CH2:11]1>C1(C)C=CC=CC=1>[Br:1][C:2]1[CH:3]=[C:4]([NH:5][C:12](=[O:13])[CH2:11][C:10](=[O:14])[CH3:9])[CH:6]=[CH:7][CH:8]=1. Procedure: To a heated (80° C., oil bath temperature) solution of 20.00 g (0.12M) of m-bromoaniline in 200 mL of dry toluene was added dropwise over a period of 30 min. 12 g (0.14M) of diketene in 100 mL of dry toluene. When the addition was completed, the reaction mixture was brought to reflux for 5 h. The toluene was then removed in vacuo, resulting in a yellow solid. Recrystallisation from toluene afforded 14.70 g (48%) of product as light pink crystals: mp 94°-95° C.